Dataset: the Open Reaction Database (ORD), a public repository of structured organic reaction records. Task: describe an organic reaction: reactants, conditions, products, and yield The reactants are P(Cl)(Cl)Cl (phosphorus trichloride), [Cl-].[Al+3].[Cl-].[Cl-] (aluminum chloride), Cl (hydrochloric acid), C(CC)(=O)Cl (propionyl chloride), CCCCC=1C=CC=CC1 (n-butylbenzene), ice water, C(C(C)C)C1=CC=CC=C1 (isobutylbenzene), C(CC)(=O)O (propionic acid), C(CC)(=O)Cl (propionyl chloride), C(C(C)C)C1=CC=CC=C1 (isobutylbenzene). The solvent is C(Cl)Cl (methylene chloride). Run at time 2.25 hour. The product is C(C(C)C)C1=CC=C(C=C1)C(CC)=O (p-isobutylpropiophenone). Reaction SMILES: P(Cl)(Cl)Cl.[C:5]([OH:9])(=O)[CH2:6][CH3:7].C(Cl)(=O)CC.[Cl-].[Al+3].[Cl-].[Cl-].[CH2:19]([C:23]1[CH:28]=[CH:27][CH:26]=[CH:25][CH:24]=1)[CH:20]([CH3:22])[CH3:21].CCCCC1C=CC=CC=1.Cl>C(Cl)Cl>[CH2:19]([C:23]1[CH:28]=[CH:27][C:26]([C:5](=[O:9])[CH2:6][CH3:7])=[CH:25][CH:24]=1)[CH:20]([CH3:22])[CH3:21] |f:3.4.5.6|. Procedure details: In a 500 ml. 3-necked, round bottomed flask there was placed 25.50 ml. (40.14 g., 0.29 mmole) of phosphorus trichloride and 43.65 ml. (43.34 g., 0.58 mmole) of propionic acid. This mixture was stirred for 2.25 hours under nitrogen atmosphere at room temperature to prepare the propionyl chloride. By NMR propionyl chloride formation was complete in about 1.5 hours. Then 80 ml. of anhydrous methylene chloride was added and the resulting solution was cooled to about -5° C. (an ice-methanol bath). Wh... The reactants are C(C)OC(CCC1=C(C=C(C=C1)OC1=CC(=CC(=C1)C)OC1=C(C=C(C=C1)C(F)(F)F)Br)C)=O (3-{4-[3-(2-bromo-4-trifluoromethyl-phenoxy)-5-methyl-phenoxy]-2-methyl-phenyl}-propionic acid ethyl ester), FC1=C(C=CC=C1)B(O)O (2-fluorobenzene boronic acid). Yields the product FC1=C(C=CC=C1)C1=C(C=CC(=C1)C(F)(F)F)OC=1C=C(OC2=CC(=C(C=C2)CCC(=O)O)C)C=C(C1)C (3-{4-[3-(2′-Fluoro-5-trifluoromethyl-biphenyl-2-yloxy)-5-methyl-phenoxy]-2-methyl-phenyl}-propionic acid). RXN SMILES: C([O:3][C:4](=[O:34])[CH2:5][CH2:6][C:7]1[CH:12]=[CH:11][C:10]([O:13][C:14]2[CH:19]=[C:18]([CH3:20])[CH:17]=[C:16]([O:21][C:22]3[CH:27]=[CH:26][C:25]([C:28]([F:31])([F:30])[F:29])=[CH:24][C:23]=3Br)[CH:15]=2)=[CH:9][C:8]=1[CH3:33])C.[F:35][C:36]1[CH:41]=[CH:40][CH:39]=[CH:38][C:37]=1B(O)O>>[F:35][C:36]1[CH:41]=[CH:40][CH:39]=[CH:38][C:37]=1[C:23]1[CH:24]=[C:25]([C:28]([F:29])([F:31])[F:30])[CH:26]=[CH:27][C:22]=1[O:21][C:16]1[CH:15]=[C:14]([CH:19]=[C:18]([CH3:20])[CH:17]=1)[O:13][C:10]1[CH:11]=[CH:12][C:7]([CH2:6][CH2:5][C:4]([OH:3])=[O:34])=[C:8]([CH3:33])[CH:9]=1. Reported procedure: The tile compound is prepared by reacting 3-{4-[3-(2-bromo-4-trifluoromethyl-phenoxy)-5-methyl-phenoxy]-2-methyl-phenyl}-propionic acid ethyl ester with 2-fluorobenzene boronic acid as in Example 38 to afford 0.216 g (88%). 1H NMR (400 MHz, CDCl3); HRMS (ES+) m/z exact mass calculated for C30H25O4F4 525.1689, found 525.1675.